The task is: describe an organic reaction: reactants, conditions, products, and yield. This data is from the Open Reaction Database (ORD), a public repository of structured organic reaction records. Starting materials: Nc1ccccc1C(=O)CCCCl, c1cc2c3c(c1)C1CNCCC1N3CCC2. The product is Nc1ccccc1C(=O)CCCN1CCC2C(C1)c1cccc3c1N2CCC3. RXN SMILES: [Cl:17][CH2:18][CH2:19][CH2:20][C:21](=[O:22])[c:23]1[c:24]([NH2:29])[cH:25][cH:26][cH:27][cH:28]1.[cH:1]1[cH:2][cH:3][c:4]2[c:9]3[c:10]1[CH:11]1[CH:12]([N:8]3[CH2:7][CH2:6][CH2:5]2)[CH2:13][CH2:14][NH:15][CH2:16]1>>[cH:1]1[cH:2][cH:3][c:4]2[c:9]3[c:10]1[CH:11]1[CH:12]([N:8]3[CH2:7][CH2:6][CH2:5]2)[CH2:13][CH2:14][N:15]([CH2:18][CH2:19][CH2:20][C:21](=[O:22])[c:23]2[c:24]([NH2:29])[cH:25][cH:26][cH:27][cH:28]2)[CH2:16]1.